describe an organic reaction: reactants, conditions, products, and yield From a dataset of the Open Reaction Database (ORD), a public repository of structured organic reaction records. The reactants are O=C(Cl)c1cccc(Cl)c1, Cl, Cc1nn(-c2cccc(N)c2)c(C)c1C(=O)N1CCC(N2CCCC2)CC1. Product: Cc1nn(-c2cccc(NC(=O)c3cccc(Cl)c3)c2)c(C)c1C(=O)N1CCC(N2CCCC2)CC1. RXN SMILES: [Cl:29][c:30]1[cH:31][c:32]([C:33](=[O:34])[Cl:35])[cH:36][cH:37][cH:38]1.[ClH:1].[NH2:2][c:3]1[cH:4][c:5](-[n:9]2[n:10][c:11]([CH3:28])[c:12]([C:15](=[O:16])[N:17]3[CH2:18][CH2:19][CH:20]([N:23]4[CH2:24][CH2:25][CH2:26][CH2:27]4)[CH2:21][CH2:22]3)[c:13]2[CH3:14])[cH:6][cH:7][cH:8]1>>[NH:2]([c:3]1[cH:4][c:5](-[n:9]2[n:10][c:11]([CH3:28])[c:12]([C:15](=[O:16])[N:17]3[CH2:18][CH2:19][CH:20]([N:23]4[CH2:24][CH2:25][CH2:26][CH2:27]4)[CH2:21][CH2:22]3)[c:13]2[CH3:14])[cH:6][cH:7][cH:8]1)[C:33]([c:32]1[cH:31][c:30]([Cl:29])[cH:38][cH:37][cH:36]1)=[O:34].